Dataset: the Open Reaction Database (ORD), a public repository of structured organic reaction records. Task: describe an organic reaction: reactants, conditions, products, and yield Reactants: FC1=C(C=C(C=C1)[N+](=O)[O-])C (2-fluoro-5-nitro-toluene), C(C)(=O)OCC (ethyl acetate), [H-].[Na+] (Sodium hydride), C(CC(=O)OCC1=CC=CC=C1)(=O)OC (malonic acid, methyl benzyl ester). Run in CN(C=O)C (N,N-dimethylformamide), O (water). The product is COC(C(C(=O)OCC1=CC=CC=C1)C1=C(C=C(C=C1)[N+](=O)[O-])C)=O (2-(2-methyl-4-nitro-phenyl)-malonic acid benzyl ester methyl ester). Reaction SMILES: [H-].[Na+].[C:3]([O:16][CH3:17])(=[O:15])[CH2:4][C:5]([O:7][CH2:8][C:9]1[CH:14]=[CH:13][CH:12]=[CH:11][CH:10]=1)=[O:6].F[C:19]1[CH:24]=[CH:23][C:22]([N+:25]([O-:27])=[O:26])=[CH:21][C:20]=1[CH3:28].C(OCC)(=O)C>CN(C)C=O.O>[CH3:17][O:16][C:3](=[O:15])[CH:4]([C:19]1[CH:24]=[CH:23][C:22]([N+:25]([O-:27])=[O:26])=[CH:21][C:20]=1[CH3:28])[C:5]([O:7][CH2:8][C:9]1[CH:14]=[CH:13][CH:12]=[CH:11][CH:10]=1)=[O:6] |f:0.1|. Reported procedure: Sodium hydride (1.29 g of 60% dispersion in oil) was added portionwise to a stirred solution of malonic acid, methyl benzyl ester (5.84 ml) in dry N,N-dimethylformamide (40 ml). After 2.5 h 2-fluoro-5-nitro-toluene (5.0 g) was added, and the mixture was warmed to 100° for 18 h. The mixture was cooled then partioned between ethyl acetate and water. The aqueous phase was separated and extracted further with ethyl acetate. The combined organic extracts were dried, concentrated, and purified by chro... Starting materials: BrC1=CC=2NC3=CC=CC=C3SC2C=C1 (2-bromophenothiazine), C(CCC)[Li] (n-butyllithium), BrCCCCl (bromopropylchloride). The solvent is C1(=CC=CC=C1)C (toluene), C1(=CC=CC=C1)C (toluene), C1(=CC=CC=C1)C (toluene). The product is BrC1=CC=2N(C3=CC=CC=C3SC2C=C1)CCCCl (2-bromo-10-(3-chloropropyl)phenothiazine). RXN SMILES: [Br:1][C:2]1[CH:15]=[CH:14][C:13]2[S:12][C:11]3[C:6](=[CH:7][CH:8]=[CH:9][CH:10]=3)[NH:5][C:4]=2[CH:3]=1.C([Li])CCC.Br[CH2:22][CH2:23][CH2:24][Cl:25]>C1(C)C=CC=CC=1>[Br:1][C:2]1[CH:15]=[CH:14][C:13]2[S:12][C:11]3[C:6](=[CH:7][CH:8]=[CH:9][CH:10]=3)[N:5]([CH2:22][CH2:23][CH2:24][Cl:25])[C:4]=2[CH:3]=1. Procedure: A solution of 2-bromophenothiazine (41.72 g., 0.05 mole) in 200 ml. of dry toluene was added to a stirred solution of 9.6 g. (0.15 mole) of n-butyllithium in 100 ml. of dry toluene. The stirred solution was warmed for about 2.0 hours at 45°-50° C. and then 31.5 g. (0.20 mole) of bromopropylchloride in 50 ml. of dry toluene was added. The mixture was refluxed for 15 hours. The cooled reaction mixture was washed with water, dried over sodium sulfate and the dried solution concentrated at reduced p... Reactants: C(=O)(C(F)(F)F)O (TFA), NC1(CCC1)C1=CC=C(C=C1)C1=C(OC2=C(C1=O)C=CC=C2)C2=CC=CC=C2 (3-[4-(1-amino-cyclobutyl)-phenyl]-2-phenyl-1-benzopyran-4-one), C(C)(C)(C)OC(NC1(CCC1)C1=CC=C(C=C1)C1=C(OC2=C(C1=O)C=CC(=C2)N)C2=CC=CC=C2)=O ({1-[4-(7-amino-4-oxo-2-phenyl-4H-1-benzopyran-3-yl)-phenyl]-cyclobutyl}-carbamic acid tert-butyl ester). The product is NC1=CC2=C(C(C(=C(O2)C2=CC=CC=C2)C2=CC=C(C=C2)C2(CCC2)N)=O)C=C1 (7-Amino-3-[4-(1-amino-cyclobutyl)-phenyl]-2-phenyl-1-benzopyran-4-one). Isolated yield 156.9%. RXN SMILES: C(O)(C(F)(F)F)=O.NC1(C2C=CC(C3C(=O)C4C=CC=CC=4OC=3C3C=CC=CC=3)=CC=2)CCC1.C(OC(=O)[NH:42][C:43]1([C:47]2[CH:52]=[CH:51][C:50]([C:53]3[C:58](=[O:59])[C:57]4[CH:60]=[CH:61][C:62]([NH2:64])=[CH:63][C:56]=4[O:55][C:54]=3[C:65]3[CH:70]=[CH:69][CH:68]=[CH:67][CH:66]=3)=[CH:49][CH:48]=2)[CH2:46][CH2:45][CH2:44]1)(C)(C)C>>[NH2:64][C:62]1[CH:61]=[CH:60][C:57]2[C:58](=[O:59])[C:53]([C:50]3[CH:51]=[CH:52][C:47]([C:43]4([NH2:42])[CH2:46][CH2:45][CH2:44]4)=[CH:48][CH:49]=3)=[C:54]([C:65]3[CH:66]=[CH:67][CH:68]=[CH:69][CH:70]=3)[O:55][C:56]=2[CH:63]=1. Reported procedure: TFA: Following the procedure used to make 3-[4-(1-amino-cyclobutyl)-phenyl]-2-phenyl-1-benzopyran-4-one, {1-[4-(7-amino-4-oxo-2-phenyl-4H-1-benzopyran-3-yl)-phenyl]-cyclobutyl}-carbamic acid tert-butyl ester (6.3 mg, 0.017 mmol) was reacted to give the title compound as a yellow solid (10.2 mg, 100%). 1H-NMR (400 MHz, D2O) δ 7.30 (d, 1H), 7.05-7.18 (m, 4H), 6.85 (dd, 2H), 6.59-6.65 (m, 4H) 5.65 (s, 1H) 2.33-2.47 (m, 4H), 1.95-2.02 (m, 1H), 1.52-1.59 (m, 1H). LCMS (Method I): RT=3.97 min, [M+H]+=... Starting materials: C1CCOC1, CO, COC(=O)c1ccc2cc(-c3ccc(OCc4c(-c5c(Cl)cncc5Cl)noc4C(C)C)cc3)ccc2n1, Cl, [Na+], [OH-]. Product: CC(C)c1onc(-c2c(Cl)cncc2Cl)c1COc1ccc(-c2ccc3nc(C(=O)O)ccc3c2)cc1. RXN SMILES: [CH2:44]1[O:45][CH2:46][CH2:47][CH2:48]1.[CH3:39][OH:40].[Cl:1][c:2]1[cH:3][n:4][cH:5][c:6]([Cl:38])[c:7]1-[c:8]1[n:9][o:10][c:11]([CH:35]([CH3:36])[CH3:37])[c:12]1[CH2:13][O:14][c:15]1[cH:16][cH:17][c:18](-[c:21]2[cH:22][c:23]3[cH:24][cH:25][c:26]([C:31](=[O:32])[O:33][CH3:34])[n:27][c:28]3[cH:29][cH:30]2)[cH:19][cH:20]1.[ClH:43].[Na+:42].[OH-:41]>>[Cl:1][c:2]1[cH:3][n:4][cH:5][c:6]([Cl:38])[c:7]1-[c:8]1[n:9][o:10][c:11]([CH:35]([CH3:36])[CH3:37])[c:12]1[CH2:13][O:14][c:15]1[cH:16][cH:17][c:18](-[c:21]2[cH:22][c:23]3[cH:24][cH:25][c:26]([C:31](=[O:32])[OH:33])[n:27][c:28]3[cH:29][cH:30]2)[cH:19][cH:20]1. Reactants: C(C)OCC (Diethyl ether), C(C)S (Ethanethiol), COC(C(CC1=CC=C(C=C1)OCC1=CC=CC=C1)Cl)=O (3-(4-benzyloxyphenyl)-2-chloropropanoic acid methyl ester), [OH-].[K+] (Potassium hydroxide). Solvent: CO (methanol). Product: COC(C(CC1=CC=C(C=C1)OCC1=CC=CC=C1)SCC)=O (3-(4-benzyloxyphenyl)-2-ethylsulfanyl propanoic acid methyl ester). Isolated yield 86.7%. Reaction SMILES: [OH-].[K+].[CH2:3]([SH:5])[CH3:4].[CH3:6][O:7][C:8](=[O:26])[CH:9](Cl)[CH2:10][C:11]1[CH:16]=[CH:15][C:14]([O:17][CH2:18][C:19]2[CH:24]=[CH:23][CH:22]=[CH:21][CH:20]=2)=[CH:13][CH:12]=1.C(OCC)C>CO>[CH3:6][O:7][C:8](=[O:26])[CH:9]([S:5][CH2:3][CH3:4])[CH2:10][C:11]1[CH:16]=[CH:15][C:14]([O:17][CH2:18][C:19]2[CH:24]=[CH:23][CH:22]=[CH:21][CH:20]=2)=[CH:13][CH:12]=1 |f:0.1|. Reported procedure: Potassium hydroxide (0.092 g; 1.64 mmole) was dissolved in methanol. Ethanethiol (0.133 g; 2.14 mmole) and 3-(4-benzyloxyphenyl)-2-chloropropanoic acid methyl ester (0.5 g; 1.64 mmole) were added. The reaction mixture was stirred at room temperature over night. Diethyl ether (15 ml) was added. The mixture was filtered and evaporated. The residue was purified by adding active charcoal in methanol. The mixture was stirred for 15 minutes and the active charcoal was filtered off. Evaporation of the ... RXN SMILES: [Cl:1][C:2]1[CH:8]=[C:7](B2OC(C)(C)C(C)(C)O2)[CH:6]=[CH:5][C:3]=1[NH2:4].I[C:19]1[CH:23]=[CH:22][N:21]([CH3:24])[N:20]=1.C(=O)([O-])[O-].[Na+].[Na+]>COCCOC.O.CCOC(C)=O.C1C=CC([P]([Pd]([P](C2C=CC=CC=2)(C2C=CC=CC=2)C2C=CC=CC=2)([P](C2C=CC=CC=2)(C2C=CC=CC=2)C2C=CC=CC=2)[P](C2C=CC=CC=2)(C2C=CC=CC=2)C2C=CC=CC=2)(C2C=CC=CC=2)C2C=CC=CC=2)=CC=1>[Cl:1][C:2]1[CH:8]=[C:7]([C:19]2[CH:23]=[CH:22][N:21]([CH3:24])[N:20]=2)[CH:6]=[CH:5][C:3]=1[NH2:4] |f:2.3.4,5.6,^1:47,49,68,87|. Starting materials: ClC1=C(N)C=CC(=C1)B1OC(C(O1)(C)C)(C)C (2-chloro-4-(4,4,5,5-tetramethyl-1,3,2-dioxaborolan-2-yl)aniline), IC1=NN(C=C1)C (3-iodo-1-methyl-1H-pyrazole), C([O-])([O-])=O.[Na+].[Na+] (sodium carbonate). Yield: 73.3%. The solvent is COCCOC.O (DME H2O), CCOC(=O)C (EtOAc). Product: ClC1=C(N)C=CC(=C1)C1=NN(C=C1)C (2-Chloro-4-(1-methyl-1H-pyrazol-3-yl)aniline). Conditions: temperature 135 celsius. Procedure: Tetrakis(triphenylphosphine)palladium (0.046 g, 0.039 mmol) was added to a solution of 2-chloro-4-(4,4,5,5-tetramethyl-1,3,2-dioxaborolan-2-yl)aniline (0.1 g, 0.394 mmol), 3-iodo-1-methyl-1H-pyrazole (0.123 g, 0.592 mmol) and sodium carbonate (0.125 g, 1.183 mmol) in DME/H2O 3/1 (2.00 mL). The reaction mixture was heated for 1 hour at 135° C. under microwave irradiation before being diluted with EtOAc and quenched with water. The layers were separated and the aqueous layer was extracted with EtO... The reagents and catalysts are C=1C=CC(=CC1)[P](C=2C=CC=CC2)(C=3C=CC=CC3)[Pd]([P](C=4C=CC=CC4)(C=5C=CC=CC5)C=6C=CC=CC6)([P](C=7C=CC=CC7)(C=8C=CC=CC8)C=9C=CC=CC9)[P](C=1C=CC=CC1)(C=1C=CC=CC1)C=1C=CC=CC1 (Tetrakis(triphenylphosphine)palladium). Reactants: C(C(=O)Cl)(=O)Cl (oxalyl chloride), C(C)(C)(C)OC(N(C)[C@H](CC1=CC=CC=C1)CO)=O (N-((1R)-1-(hydroxymethyl)-2-phenylethyl)-N-methylcarbamic acid tert-butylester), C(C)N(C(C)C)C(C)C (Ethyldiisopropylamine), C(C)(=O)O (acetic acid), C(#N)[BH3-].[Na+] (Sodium cyanoborohydride), C(#N)[BH3-].[Na+] (sodium cyanoborohydride), C(C)(=O)O (acetic acid), CS(=O)C (dimethylsulfoxide), C(C1=CC=CC=C1)N (Benzylamine). Solvent: ClCCl (dichloromethane), ClCCl (dichloromethane), ClCCl (dichloromethane), ClCCl (dichloromethane). Conditions: temperature -78 celsius, time 5 minute. Product: C(C)(C)(C)OC(N(C)[C@@H](CNCC1=CC=CC=C1)CC1=CC=CC=C1)=O (N-((1R)-1-benzyl-2-(benzylamino)ethyl)-N-methylcarbamic acid tert-butylester). The yield is 53.1%. As a reaction SMILES: C(Cl)(=O)C(Cl)=O.CS(C)=O.[C:11]([O:15][C:16](=[O:29])[N:17]([C@@H:19]([CH2:27]O)[CH2:20][C:21]1[CH:26]=[CH:25][CH:24]=[CH:23][CH:22]=1)[CH3:18])([CH3:14])([CH3:13])[CH3:12].C(N(C(C)C)C(C)C)C.C(O)(=O)C.[CH2:43]([NH2:50])[C:44]1[CH:49]=[CH:48][CH:47]=[CH:46][CH:45]=1.C([BH3-])#N.[Na+]>ClCCl>[C:11]([O:15][C:16](=[O:29])[N:17]([C@H:19]([CH2:20][C:21]1[CH:26]=[CH:25][CH:24]=[CH:23][CH:22]=1)[CH2:27][NH:50][CH2:43][C:44]1[CH:49]=[CH:48][CH:47]=[CH:46][CH:45]=1)[CH3:18])([CH3:14])([CH3:13])[CH3:12] |f:6.7|. Reported procedure: A solution of oxalyl chloride (3.16 ml, 36.17 mmol) in dichloromethane (50 ml) was coooled to -78° C. A solution of dimethylsulfoxide (3.42 ml, 48.22 mmol) in dichloromethane (50 ml) was added dropwise. The reaction mixture was stirred for 5 min at -78° C. A solution of N-((1R)-1-(hydroxymethyl)-2-phenylethyl)-N-methylcarbamic acid tert-butylester (6.40 g, 24.11 mmol) in dichloromethane (100 ml) was added dropwise over a period of 10 min. The solution was stirred for 25 min at -78° C. Ethyldiiso...